Dataset: the Open Reaction Database (ORD), a public repository of structured organic reaction records. Task: describe an organic reaction: reactants, conditions, products, and yield The reactants are C([O-])([O-])=O.[K+].[K+] (potassium carbonate), mixture, FC(C(C(F)(F)F)F)(N(CC)CC)F (1,1,2,3,3,3-hexafluoro-1-(diethylamino)propane), 1,2,3,3,3-pentafluoro-1-(diethylamino)-2-propene, CN(C(=O)[C@@H]1N(C[C@@H](C1)O)C(=O)OC(C)(C)C)C (tert-butyl(2R,4R)-2-[(dimethylamino)carbonyl]-4-hydroxypyrrolidine-1-carboxylate), [F-].[Na+] (sodium fluoride). The solvent is C(C)(=O)OCC (ethyl acetate), ClCCl (dichloromethane). Run at time 16 hour. Yields the product CN(C(=O)[C@@H]1N(CC(C1)F)C(=O)OC(C)(C)C)C (tert-butyl(2R)-2-[(dimethylamino)carbonyl]-4-fluoropyrrolidine-1-carboxylate). As a reaction SMILES: [F:1]C(F)(N(CC)CC)C(F)C(F)(F)F.[CH3:15][N:16]([CH3:32])[C:17]([C@H:19]1[CH2:23][C@@H:22](O)[CH2:21][N:20]1[C:25]([O:27][C:28]([CH3:31])([CH3:30])[CH3:29])=[O:26])=[O:18].[F-].[Na+].C(=O)([O-])[O-].[K+].[K+]>ClCCl.C(OCC)(=O)C>[CH3:15][N:16]([CH3:32])[C:17]([C@H:19]1[CH2:23][CH:22]([F:1])[CH2:21][N:20]1[C:25]([O:27][C:28]([CH3:31])([CH3:30])[CH3:29])=[O:26])=[O:18] |f:2.3,4.5.6|. Procedure details: 2.89 g of a mixture (approximately 3:1) of 1,1,2,3,3,3-hexafluoro-1-(diethylamino)propane and 1,2,3,3,3-pentafluoro-1-(diethylamino)-2-propene was added dropwise over a period of 10 minutes, and under ice cooling, to a suspension of 2.64 g of the compound obtained in step 6-1 and 545 mg of sodium fluoride in 26 mL of dichloromethane, after which the reaction mixture was stirred for 16 hours at room temperature. After this, 100 mL of a 5% potassium carbonate aqueous solution was added under ice c... Reactants: CCC1(CC)CCC(c2cc(N3CCCC(OC)C3)ccc2N2CCN(C(=O)OC(C)(C)C)CC2)CC1, O=C([O-])[O-], ClCCl, [K+], [K+], O=C(O)C(F)(F)F. The product is CCC1(CC)CCC(c2cc(N3CCCC(OC)C3)ccc2N2CCNCC2)CC1. RXN SMILES: [C:1]([O:2][C:3](=[O:4])[N:8]1[CH2:9][CH2:10][N:11]([c:14]2[c:15]([CH:28]3[CH2:29][CH2:30][C:31]([CH2:34][CH3:35])([CH2:36][CH3:37])[CH2:32][CH2:33]3)[cH:16][c:17]([N:20]3[CH2:21][CH:22]([O:26][CH3:27])[CH2:23][CH2:24][CH2:25]3)[cH:18][cH:19]2)[CH2:12][CH2:13]1)([CH3:5])([CH3:6])[CH3:7].[C:45](=[O:46])([O-:47])[O-:48].[Cl:51][CH2:52][Cl:53].[K+:49].[K+:50].[OH:38][C:39]([C:40]([F:41])([F:42])[F:43])=[O:44]>>[NH:8]1[CH2:9][CH2:10][N:11]([c:14]2[c:15]([CH:28]3[CH2:29][CH2:30][C:31]([CH2:34][CH3:35])([CH2:36][CH3:37])[CH2:32][CH2:33]3)[cH:16][c:17]([N:20]3[CH2:21][CH:22]([O:26][CH3:27])[CH2:23][CH2:24][CH2:25]3)[cH:18][cH:19]2)[CH2:12][CH2:13]1. Reactants: CN1CC2=C(NC=3C=CC(=CC23)C)CC1 (2,3,4,5-tetrahydro-2,8-dimethyl-1H-pyrido[4,3-b]indole), C(C)(C)NC1=NC=C(C=C1)C=C (N-isopropyl-5-vinylpyridin-2-amine), [OH-].[K+] (KOH). Solvent: CN1CCCC1=O (NMP). Product: CN1CC2=C(N(C=3C=CC(=CC23)C)CCC=2C=CC(=NC2)NC(C)C)CC1 (5-(2-(1,2,3,4-tetrahydro-2,8-dimethylpyrido[4,3-b]indol-5-yl)ethyl)-N-isopropylpyridin-2-amine). Reaction SMILES: [CH3:1][N:2]1[CH2:15][CH2:14][C:5]2[NH:6][C:7]3[CH:8]=[CH:9][C:10]([CH3:13])=[CH:11][C:12]=3[C:4]=2[CH2:3]1.[CH:16]([NH:19][C:20]1[CH:25]=[CH:24][C:23]([CH:26]=[CH2:27])=[CH:22][N:21]=1)([CH3:18])[CH3:17].[OH-].[K+]>CN1C(=O)CCC1>[CH3:1][N:2]1[CH2:15][CH2:14][C:5]2[N:6]([CH2:27][CH2:26][C:23]3[CH:24]=[CH:25][C:20]([NH:19][CH:16]([CH3:17])[CH3:18])=[N:21][CH:22]=3)[C:7]3[CH:8]=[CH:9][C:10]([CH3:13])=[CH:11][C:12]=3[C:4]=2[CH2:3]1 |f:2.3|. Reported procedure: The title compound is prepared from a mixture of 2,3,4,5-tetrahydro-2,8-dimethyl-1H-pyrido[4,3-b]indole, N-isopropyl-5-vinylpyridin-2-amine and KOH (5-7 equiv) in NMP at a temperature ranging between 25 deg C. to 100 deg C. The product obtained is isolated by preparative HPLC. The reactants are N#CCC(=O)O, [Li]CCCC, C1CCOC1, O=C(O)CCc1ccccc1, O=S(Cl)Cl, O=C(Cl)CCc1ccccc1. Yields the product N#CCC(=O)CCc1ccccc1. RXN SMILES: [C:1](#[N:2])[CH2:3][C:4](=[O:5])[OH:6].[CH2:7]([Li:8])[CH2:9][CH2:10][CH3:11].[O:34]1[CH2:35][CH2:36][CH2:37][CH2:38]1.[OH:23][C:24]([CH2:25][CH2:26][c:27]1[cH:28][cH:29][cH:30][cH:31][cH:32]1)=[O:33].[S:39]([Cl:40])([Cl:41])=[O:42].[c:12]1([CH2:18][CH2:19][C:20]([Cl:21])=[O:22])[cH:13][cH:14][cH:15][cH:16][cH:17]1>>[C:1](#[N:2])[CH2:3][C:4](=[O:6])[CH2:19][CH2:18][c:12]1[cH:13][cH:14][cH:15][cH:16][cH:17]1. Reactants: O(C1=CC=CC=C1)C(C(=O)O)C (2-phenoxypropionic acid), C(C)(C)OC(C)C (diisopropyl ether), [N+](=O)(O)[O-].O([N+](=O)[O-])CCN (2-nitroxyethylamine nitrate). Product: O([N+](=O)[O-])CCNC(C(C)OC1=CC=CC=C1)=O (N-(2-Nitroxyethyl)-2-phenoxypropanamide). The yield is 54.3%. Reaction SMILES: [O:1]([CH:8]([CH3:12])[C:9]([OH:11])=O)[C:2]1[CH:7]=[CH:6][CH:5]=[CH:4][CH:3]=1.[N+]([O-])(O)=O.[O:17]([CH2:21][CH2:22][NH2:23])[N+:18]([O-:20])=[O:19].C(OC(C)C)(C)C>>[O:17]([CH2:21][CH2:22][NH:23][C:9](=[O:11])[CH:8]([O:1][C:2]1[CH:3]=[CH:4][CH:5]=[CH:6][CH:7]=1)[CH3:12])[N+:18]([O-:20])=[O:19] |f:1.2|. Procedure details: Following a similar treatment to that in Example 2 and using 0.71 g of 2-phenoxypropionic acid and 0.60 g of 2-nitroxyethylamine nitrate, 0.49 g of the title compound was obtained as colorless needles (solvent for recrystallization; diisopropyl ether). The reactants are CC(=CC(C)=O)C (4-methyl-3-pentene-2-one), BrCCCCC (bromopentane), liquid, [Na] (sodium), [Na] (sodium), N (ammonia), N (ammonia), ferric chloride, [NH2-].[Na+] (sodium amide). Solvent: CCOCC (ether), CCOCC (ether). Conditions: time 1 hour. The product is C(CCCC)C(C(C)=O)C(=C)C (3-pentyl-4-methyl-4-pentene-2-one). Isolated yield 897.6%. Reaction SMILES: N.[Na].[NH2-].[Na+].[CH3:5][C:6]([CH3:11])=[CH:7][C:8](=[O:10])[CH3:9].Br[CH2:13][CH2:14][CH2:15][CH2:16][CH3:17]>CCOCC>[CH2:13]([CH:7]([C:6]([CH3:11])=[CH2:5])[C:8](=[O:10])[CH3:9])[CH2:14][CH2:15][CH2:16][CH3:17] |f:2.3,^1:1|. Reported procedure: 100 ml of liquid ammonia was condensed into a 2-neck flask fitted with a dropping funnel, inlet tube, and dry-ice condenser. A few crystals of ferric chloride were added, followed by the addition of 2.3 g (0.1 mole) of sodium. When the sodium was converted to sodium amide, the deep blue color changed to gray. A solution of 10 g (0.1 mole) of 4-methyl-3-pentene-2-one in 10 ml of ether was added dropwise, resulting in a green-blue solution. After 15 minutes a solution of 1.5 g (1 equivalent) of br... Reactants: F[B-](F)(F)F, Cc1c(F)ccc(N)c1F, [H+], O=N[O-], [Na+], O. Product: F[B-](F)(F)F, Cc1c(F)ccc([N+]#N)c1F. Reaction SMILES: [F:12][B-:13]([F:14])([F:15])[F:16].[F:1][c:2]1[c:3]([NH2:4])[cH:5][cH:6][c:7]([F:10])[c:8]1[CH3:9].[H+:11].[N:17]([O-:18])=[O:19].[Na+:20].[OH2:21]>>[F:12][B-:13]([F:14])([F:15])[F:16].[F:1][c:2]1[c:3]([N+:4]#[N:17])[cH:5][cH:6][c:7]([F:10])[c:8]1[CH3:9].